From a dataset of the Open Reaction Database (ORD), a public repository of structured organic reaction records. describe an organic reaction: reactants, conditions, products, and yield Reactants: N([C@@H](CC(C)C)C(=O)NCC(=O)N[C@@H](CC1=CC=CC=C1)C(=O)N[C@@H](CC(C)C)C(=O)N[C@@H](CCC(N)=O)C(=O)N[C@@H](CCCNC(NS(=O)(=O)C1=CC=C(C)C=C1)=N)C(=O)N[C@@H](CO)C(=O)N[C@@H](CO)C(=O)O)C(=O)OCC1=CC=CC=C1 (Z-Leu-Gly-Phe-Leu-Gln-Arg(Tos)-Ser-Ser-OH), C(C)(=O)O (acetic acid). Reagents/catalysts: [Pd] (palladium). Run in CO (methanol). Product: N[C@@H](CC(C)C)C(=O)NCC(=O)N[C@@H](CC1=CC=CC=C1)C(=O)N[C@@H](CC(C)C)C(=O)N[C@@H](CCC(N)=O)C(=O)N[C@@H](CCCNC(NS(=O)(=O)C1=CC=C(C)C=C1)=N)C(=O)N[C@@H](CO)C(=O)N[C@@H](CO)C(=O)O (H-Leu-Gly-Phe-Leu-Gln-Arg(Tos)-Ser-Ser-OH). RXN SMILES: [NH:1](C(OCC1C=CC=CC=1)=O)[C@H:2]([C:7]([NH:9][CH2:10][C:11]([NH:13][C@H:14]([C:22]([NH:24][C@H:25]([C:30]([NH:32][C@H:33]([C:39]([NH:41][C@H:42]([C:60]([NH:62][C@H:63]([C:66]([NH:68][C@H:69]([C:72]([OH:74])=[O:73])[CH2:70][OH:71])=[O:67])[CH2:64][OH:65])=[O:61])[CH2:43][CH2:44][CH2:45][NH:46][C:47](=[NH:59])[NH:48][S:49]([C:52]1[CH:58]=[CH:57][C:55]([CH3:56])=[CH:54][CH:53]=1)(=[O:51])=[O:50])=[O:40])[CH2:34][CH2:35][C:36](=[O:38])[NH2:37])=[O:31])[CH2:26][CH:27]([CH3:29])[CH3:28])=[O:23])[CH2:15][C:16]1[CH:21]=[CH:20][CH:19]=[CH:18][CH:17]=1)=[O:12])=[O:8])[CH2:3][CH:4]([CH3:6])[CH3:5].C(O)(=O)C>CO.[Pd]>[NH2:1][C@H:2]([C:7]([NH:9][CH2:10][C:11]([NH:13][C@H:14]([C:22]([NH:24][C@H:25]([C:30]([NH:32][C@H:33]([C:39]([NH:41][C@H:42]([C:60]([NH:62][C@H:63]([C:66]([NH:68][C@H:69]([C:72]([OH:74])=[O:73])[CH2:70][OH:71])=[O:67])[CH2:64][OH:65])=[O:61])[CH2:43][CH2:44][CH2:45][NH:46][C:47](=[NH:59])[NH:48][S:49]([C:52]1[CH:58]=[CH:57][C:55]([CH3:56])=[CH:54][CH:53]=1)(=[O:51])=[O:50])=[O:40])[CH2:34][CH2:35][C:36](=[O:38])[NH2:37])=[O:31])[CH2:26][CH:27]([CH3:29])[CH3:28])=[O:23])[CH2:15][C:16]1[CH:17]=[CH:18][CH:19]=[CH:20][CH:21]=1)=[O:12])=[O:8])[CH2:3][CH:4]([CH3:5])[CH3:6]. Reported procedure: 600 Milligrams of Z-Leu-Gly-Phe-Leu-Gln-Arg(Tos)-Ser-Ser-OH was dissolved in 50 ml of methanol and 10 ml of 10%-acetic acid, then the mixture was subjected to catalytic reduction in the presence of 500 mg of palladium at a room temperature under an atmospheric pressure to obtain H-Leu-Gly-Phe-Leu-Gln-Arg(Tos)-Ser-Ser-OH. Starting materials: C=1N=C(C2=C(N1)N(C=N2)[C@H]3[C@@H]([C@@H]([C@H](O3)COP(=O)(O)OP(=O)(O)OC[C@@H]4[C@H]([C@H]([C@@H](O4)N5C=CCC(=C5)C(=O)N)O)O)O)OP(=O)(O)O)N (NADPH), dilaurylphosphatidylcholine, N(CC(=O)O)C(CO)(CO)CO (Tricine), C=1N=C(C2=C(N1)N(C=N2)[C@H]3[C@@H]([C@@H]([C@H](O3)COP(=O)(O)OP(=O)(O)OC[C@@H]4[C@H]([C@H]([C@@H](O4)N5C=CCC(=C5)C(=O)N)O)O)O)OP(=O)(O)O)N (NADPH), OC1=CC=C(C=C1)CC=NO (p-hydroxyphenylacetaldehyde oxime). Run at time 30 minute. The product is OC1=CC=C(C=O)C=C1 (p-hydroxybenzaldehyde). Reaction SMILES: C1N=C(N)C2N=CN([C@@H]3[O:14][C@H](COP(OP(OC[C@H]4O[C@@H](N5C=C(C(N)=O)CC=C5)[C@H](O)[C@@H]4O)(O)=O)(O)=O)[C@@H](O)[C@H]3OP(O)(O)=O)C=2N=1.[OH:49][C:50]1[CH:55]=[CH:54][C:53]([CH2:56]C=NO)=[CH:52][CH:51]=1.N(C(CO)(CO)CO)CC(O)=O>>[OH:49][C:50]1[CH:55]=[CH:54][C:53]([CH:56]=[O:14])=[CH:52][CH:51]=1. Reported procedure: 5 μl membranes isolated as described in Halkier et al, Archives of Biochemistry and Biophysics 322: 369-377, 1995, from E. coli expressing “12” was reconstituted with 0.225 units NADPH-cytochrome P450-reductase, 50 μg NADPH, 42 nCi p-hydroxyphenylacetaldehyde oxime, and 100 μg dilaurylphosphatidylcholine in a total volume of 100 μl of 30 mM Tricine pH 7.9. After incubation at 30° C. for 30 minutes the reaction mixture was applied to a TLC plate and analyzed as described above. Reconstitution of ...